Dataset: the Open Reaction Database (ORD), a public repository of structured organic reaction records. Task: describe an organic reaction: reactants, conditions, products, and yield The reactants are C(CCC)[Sn](CCCC)=O (dibutyltin oxide), C(C)C(C(=O)O)(C(=O)O)CC (diethylmalonic acid). Run in C1(=CC=CC=C1)C (toluene). Product: C(C)C(C(=O)[O-])(C(=O)[O-])CC.C(CCC)[Sn+2]CCCC (dibutyltin diethylmalonate). The yield is 97.6%. Reaction SMILES: [CH2:1]([Sn:5](=O)[CH2:6][CH2:7][CH2:8][CH3:9])[CH2:2][CH2:3][CH3:4].[CH2:11]([C:13]([CH2:20][CH3:21])([C:17]([OH:19])=[O:18])[C:14]([OH:16])=[O:15])[CH3:12]>C1(C)C=CC=CC=1>[CH2:20]([C:13]([CH2:11][CH3:12])([C:17]([O-:19])=[O:18])[C:14]([O-:16])=[O:15])[CH3:21].[CH2:1]([Sn+2:5][CH2:6][CH2:7][CH2:8][CH3:9])[CH2:2][CH2:3][CH3:4] |f:3.4|. Procedure details: A mixture of 300 grams of dibutyltin oxide, 193 grams of diethylmalonic acid, and 500 ml. of toluene was refluxed for 1 hour. There was collected 21 grams of water in a Dean Stock trap by azeotropic distillation. The reaction mixture was then filtered while hot and allowed to cool to ambient temperatures. Removal of the solvent in vacuo provided 460 grams (98% yield) of dibutyltin diethylmalonate as a white crystalline solid. The identity of the product was confirmed by NMR, IR and FD-MS analysi... Starting materials: NCCNC(=O)C=1SC=CC1NC1=C2C(=NC=C1)NC=C2 (3-(1H-Pyrrolo[2,3-b]pyridin-4-ylamino)-thiophene-2-carboxylic acid (2-amino-ethyl)-amide), C(C1=CC=CC=C1)SCCN (2-(benzylsulfanyl)ethanamine). Product: C(C1=CC=CC=C1)SCCNC(=O)C=1SC=CC1NC1=C2C(=NC=C1)NC=C2 (3-(1H-Pyrrolo[2,3-b]pyridin-4-ylamino)-thiophene-2-carboxylic acid (2-benzylsulfanyl-ethyl)-amide). RXN SMILES: N[CH2:2][CH2:3][NH:4][C:5]([C:7]1[S:8][CH:9]=[CH:10][C:11]=1[NH:12][C:13]1[CH:18]=[CH:17][N:16]=[C:15]2[NH:19][CH:20]=[CH:21][C:14]=12)=[O:6].[CH2:22]([S:29]CCN)[C:23]1[CH:28]=[CH:27][CH:26]=[CH:25][CH:24]=1>>[CH2:22]([S:29][CH2:2][CH2:3][NH:4][C:5]([C:7]1[S:8][CH:9]=[CH:10][C:11]=1[NH:12][C:13]1[CH:18]=[CH:17][N:16]=[C:15]2[NH:19][CH:20]=[CH:21][C:14]=12)=[O:6])[C:23]1[CH:28]=[CH:27][CH:26]=[CH:25][CH:24]=1. Procedure details: This compound was prepared in an analogous manner as 3-(1H-Pyrrolo[2,3-b]pyridin-4-ylamino)-thiophene-2-carboxylic acid (2-amino-ethyl)-amide using 2-(benzylsulfanyl)ethanamine instead of tert-butyl-2-amino ethyl carbamate. LCMS (ESI) 409 (M+H) 1H NMR (400 MHz, DMSO-d6) δ ppm 11.52 (1H, br. s.) 10.33-10.38 (1H, m) 8.22 (1H, t, J=5.66 Hz) 8.00 (1H, d, J=5.47 Hz) 7.76 (1H, d, J=5.47 Hz) 7.45-7.51 (1H, m) 7.15-7.36 (5H, m) 6.82 (1H, d, J=5.47 Hz) 6.43 (1H, dd, J=3.42, 1.85 Hz) 3.75 (2H, s) 3.35-3.4... RXN SMILES: [C:1]([CH3:2])([CH3:3])([CH3:4])[O:5][C:6]([NH:7][C:8]1([c:12]2[cH:13][cH:14][c:15](-[c:18]3[c:19](-[c:29]4[cH:30][cH:31][cH:32][cH:33][cH:34]4)[o:20][c:21]4[cH:22][cH:23][cH:24][cH:25][c:26]4[c:27]3=[O:28])[cH:16][cH:17]2)[CH2:9][CH2:10][CH2:11]1)=[O:35].[CH3:36][O:37][c:38]1[cH:39][cH:40][c:41]([P:42]2(=[S:45])[S:43][P:44]([c:46]3[cH:47][cH:48][c:49]([O:50][CH3:51])[cH:52][cH:53]3)(=[S:54])[S:55]2)[cH:56][cH:57]1.[CH3:58][c:59]1[cH:60][cH:61][cH:62][cH:63][cH:64]1>>[C:1]([CH3:2])([CH3:3])([CH3:4])[O:5][C:6]([NH:7][C:8]1([c:12]2[cH:13][cH:14][c:15](-[c:18]3[c:19](-[c:29]4[cH:30][cH:31][cH:32][cH:33][cH:34]4)[o:20][c:21]4[cH:22][cH:23][cH:24][cH:25][c:26]4[c:27]3=[S:45])[cH:16][cH:17]2)[CH2:9][CH2:10][CH2:11]1)=[O:35]. The product is CC(C)(C)OC(=O)NC1(c2ccc(-c3c(-c4ccccc4)oc4ccccc4c3=S)cc2)CCC1. Reactants: CC(C)(C)OC(=O)NC1(c2ccc(-c3c(-c4ccccc4)oc4ccccc4c3=O)cc2)CCC1, COc1ccc(P2(=S)SP(=S)(c3ccc(OC)cc3)S2)cc1, Cc1ccccc1. Starting materials: N1(C=NC=C1)CC=1C=C(C(=CC1)N)N (4-(1H-imidazol-1-ylmethyl)-1,2-benzenediamine), S1C=C(C=C1)C=O (3-thiophenecarboxaldehyde), Cl (hydrochloric acid), [OH-].[NH4+] (ammonium hydroxide). Run at time 36 hour. Yields the product Cl.Cl.N1(C=NC=C1)CC1=CC2=C(NC(=N2)C2=CSC=C2)C=C1 (5-(1H-imidazol-1-ylmethyl)-2-(3-thienyl)-1H-benzimidazole dihydrochloride). The yield is 8.5%. RXN SMILES: [N:1]1([CH2:6][C:7]2[CH:8]=[C:9]([NH2:14])[C:10]([NH2:13])=[CH:11][CH:12]=2)[CH:5]=[CH:4][N:3]=[CH:2]1.[S:15]1[CH:19]=[CH:18][C:17]([CH:20]=O)=[CH:16]1.[ClH:22].[OH-].[NH4+]>>[ClH:22].[ClH:22].[N:1]1([CH2:6][C:7]2[CH:12]=[CH:11][C:10]3[NH:13][C:20]([C:17]4[CH:18]=[CH:19][S:15][CH:16]=4)=[N:14][C:9]=3[CH:8]=2)[CH:5]=[CH:4][N:3]=[CH:2]1 |f:3.4,5.6.7|. Reported procedure: A mixture of 5 parts of 4-(1H-imidazol-1-ylmethyl)-1,2-benzenediamine, 3 parts of 3-thiophenecarboxaldehyde and 50 parts of a hydrochloric acid solution 3N was stirred for 36 hours at reflux temperature. After cooling, the mixture was poured into 100 parts of crushed ice and ammonium hydroxide. The product was extracted three times with 75 parts of trichloromethane. The combined extracts were dried, filtered and evaporated. The residue was purified by column chromatography (HPLC) over silica gel... Starting materials: CC(C)([O-])C.[K+] (potassium t-butoxide), ClC1=NC=NC(=C1)OCC#CC (4-chloro-6-(2-butynyloxy)pyrimidine), [Cl-].[NH4+] (ammonium chloride), FC1=C(C=CC=C1)CC#N ((2-fluorophenyl)acetonitrile). Run in O1CCCC1 (tetrahydrofuran), O1CCCC1 (tetrahydrofuran). Reaction conditions: time 4 hour. Product: C(#N)C(C1=C(C=CC=C1)F)C1=NC=NC(=C1)OCC#CC (4-(α-cyano-2-fluorobenzyl)-6-(2-butynyloxy)pyrimidine). Isolated yield 83.1%. Reaction SMILES: CC(C)([O-])C.[K+].[F:7][C:8]1[CH:13]=[CH:12][CH:11]=[CH:10][C:9]=1[CH2:14][C:15]#[N:16].Cl[C:18]1[CH:23]=[C:22]([O:24][CH2:25][C:26]#[C:27][CH3:28])[N:21]=[CH:20][N:19]=1.[Cl-].[NH4+]>O1CCCC1>[C:15]([CH:14]([C:18]1[CH:23]=[C:22]([O:24][CH2:25][C:26]#[C:27][CH3:28])[N:21]=[CH:20][N:19]=1)[C:9]1[CH:10]=[CH:11][CH:12]=[CH:13][C:8]=1[F:7])#[N:16] |f:0.1,4.5|. Procedure details: In 40 ml of tetrahydrofuran was suspended 4.61 g of potassium t-butoxide, to which 4.44 g of (2-fluorophenyl)acetonitrile was added under ice cooling. Then, a solution of 5.00 g of 4-chloro-6-(2-butynyloxy)pyrimidine in 20 ml of tetrahydrofuran was added at 0° C., followed by stirring at room temperature for 4 hours. The reaction mixture was then poured into a saturated aqueous ammonium chloride solution and extracted three times with chloroform. The chloroform layers were combined and washed wi... Starting materials: O=C1C(=C2C(SC3=C(N2)C=CC=C3)=CN1)C#N (2,3-dihydro-3-oxo-5H-pyrido[3,4-b][1,4]benzothiazine-4-carbonitrile), S(O)(O)(=O)=O (sulfuric acid), resultant mixture, [N+](=O)(O)[O-] (nitric acid). The solvent is O (water). RXN SMILES: [O:1]=[C:2]1[NH:15][CH:14]=[C:5]2[S:6][C:7]3[CH:13]=[CH:12][CH:11]=[CH:10][C:8]=3[NH:9][C:4]2=[C:3]1[C:16]#[N:17].S(=O)(=O)(O)[OH:19].[N+:23]([O-])([OH:25])=[O:24]>O>[N+:23]([C:12]1[CH:11]=[CH:10][C:8]2[NH:9][C:4]3[C:5](=[CH:14][NH:15][C:2](=[O:1])[C:3]=3[C:16]#[N:17])[S:6](=[O:19])[C:7]=2[CH:13]=1)([O-:25])=[O:24]. The product is [N+](=O)([O-])C1=CC2=C(NC=3C(S2=O)=CNC(C3C#N)=O)C=C1 (2,3-dihydro-8-nitro-3-oxo-5H-pyrido[3,4-b][1,4]benzothiazine-4-carbonitrile 10-oxide). Reported procedure: To a solution of 5 parts of 2,3-dihydro-3-oxo-5H-pyrido[3,4-b][1,4]benzothiazine-4-carbonitrile in 90 parts of concentrated sulfuric acid at 0° is slowly added, with stirring, 7 parts of concentrated nitric acid. The resultant mixture is stirred at room temperature for 1 hour, whereupon 2 volumes of water is slowly stirred in. The light yellow precipitate which forms is filtered out and recrystallized from aqueous N,N-dimethylformamide to give needles of 2,3-dihydro-8-nitro-3-oxo-5H-pyrido[3,4-b... Starting materials: ( 26 ), CC1=C(C=CC=C1S(=O)(=O)C)C1CCNCC1 (4-[2-methyl-3-(methylsulfonyl)phenyl]piperidine), ( 16 ), C([O-])([O-])=O.[K+].[K+] (potassium carbonate), C(C=C)Br (allylbromide), ( 19 ). Run in C(C)#N (acetonitrile). Yields the product C(C=C)N1CCC(CC1)C1=C(C(=CC=C1)S(=O)(=O)C)C (1-ALLYL-4-[2-METHYL-3-(METHYLSULFONYL)PHENYL]PIPERIDINE). As a reaction SMILES: [CH3:1][C:2]1[C:7]([S:8]([CH3:11])(=[O:10])=[O:9])=[CH:6][CH:5]=[CH:4][C:3]=1[CH:12]1[CH2:17][CH2:16][NH:15][CH2:14][CH2:13]1.C(=O)([O-])[O-].[K+].[K+].[CH2:24](Br)[CH:25]=[CH2:26]>C(#N)C>[CH2:26]([N:15]1[CH2:16][CH2:17][CH:12]([C:3]2[CH:4]=[CH:5][CH:6]=[C:7]([S:8]([CH3:11])(=[O:10])=[O:9])[C:2]=2[CH3:1])[CH2:13][CH2:14]1)[CH:25]=[CH2:24] |f:1.2.3|. Procedure: Preparation according to Example 1: 4-[2-methyl-3-(methylsulfonyl)phenyl]piperidine (0.01 g), acetonitrile (2 ml), potassium carbonate (0.01) and allylbromide (0.01 g). MS m/z (rel. intensity, 70 eV) 293 (M+, 16), 292 (16), 278 (26), 266 (bp), 129 (19).